The task is: describe an organic reaction: reactants, conditions, products, and yield. This data is from the Open Reaction Database (ORD), a public repository of structured organic reaction records. Run at time 45 minute. Run in CN(C=O)C (N,N-Dimethylformamide), O (H2O). Starting materials: [H-].[Na+] (Sodium hydride), compound, OC1=C(C(N(N=C1C)CC1=C(C=CC=C1)[N+](=O)[O-])=O)C(=O)OCC (Ethyl 5-hydroxy-6-methyl-2-[(2-nitrophenyl)methyl]-3-oxo-2,3-dihydro-4-pyridazinecarboxylate), [N+](=O)([O-])C1=C(CBr)C=CC=C1 (2-nitrobenzyl bromide), Cl (HCl), CCOC(=O)C (EtOAc). The yield is 50.0%. As a reaction SMILES: [OH:1][C:2]1[C:7]([CH3:8])=[N:6][N:5]([CH2:9][C:10]2[CH:15]=[CH:14][CH:13]=[CH:12][C:11]=2[N+:16]([O-:18])=[O:17])[C:4](=[O:19])[C:3]=1[C:20]([O:22]CC)=O.[H-].[Na+].[N+:27](C1C=CC=CC=1CBr)([O-])=O.Cl.CC[O:41][C:42]([CH3:44])=[O:43]>CN(C)C=O.O>[OH:1][C:2]1[C:7]([CH3:8])=[N:6][N:5]([CH2:9][C:10]2[CH:15]=[CH:14][CH:13]=[CH:12][C:11]=2[N+:16]([O-:18])=[O:17])[C:4](=[O:19])[C:3]=1[C:20]([NH:27][CH2:44][C:42]([OH:41])=[O:43])=[O:22] |f:1.2|. Reported procedure: Ethyl 5-hydroxy-6-methyl-2-[(2-nitrophenyl)methyl]-3-oxo-2,3-dihydro-4-pyridazinecarboxylate. Sodium hydride (50 mg, 1.26 mmol) was added to a solution of the compound from example 28b) (100 mg, 0.50 mmol) in N,N-Dimethylformamide (DMF) (2 mL) at 0° C. The reaction was brought to room temperature and stirred for 45 minutes. The temperature was then reduced to 0° C. and 2-nitrobenzyl bromide (109 mg, 0.50 mmol) was added. The reaction was brought to room temperature and stirred for 3 hours follow... Product: OC1=C(C(N(N=C1C)CC1=C(C=CC=C1)[N+](=O)[O-])=O)C(=O)NCC(=O)O (N-({5-Hydroxy-6-methyl-2-[(2-nitrophenyl)methyl]-3-oxo-2,3-dihydro-4-pyridazinyl}carbonyl)glycine).